This data is from the Open Reaction Database (ORD), a public repository of structured organic reaction records. The task is: describe an organic reaction: reactants, conditions, products, and yield Reactants: C(CC(O)(C(=O)O)CC(=O)O)(=O)O (Citric acid), C(=S)(C=1NC=CN1)C=1NC=CN1 (Thiocarbonyl diimidazole), NC1=CC=NN1C (5-amino-1-methylpyrazole), CCN=C=NCCCN(C)C (EDCI), N(N)C(C(=O)NC1=CC=C(C=C1)[C@@H]1CC[C@H](CC1)CC(=O)OC)=O (methyl [trans-4-(4-{[hydrazino(oxo)acetyl]amino}phenyl)cyclohexyl]acetate), N(N)C(C(=O)NC1=CC=C(C=C1)[C@@H]1CC[C@H](CC1)CC(=O)OC)=O (methyl [trans-4-(4-{[hydrazino(oxo)acetyl]amino}phenyl)cyclohexyl]acetate), [OH-].[Li+] (Lithium hydroxide), oxadiazole methyl ester. Solvent: O (water), CC(=O)N(C)C (DMA), C1CCOC1 (THF), O (water), CO (MeOH). Reaction conditions: time 6 hour. Yields the product CN1N=CC=C1NC1=NN=C(O1)C(=O)NC1=CC=C(C=C1)[C@@H]1CC[C@H](CC1)CC(=O)O ((trans-4-{4-[({5-[(1-Methyl-1H-pyrazol-5-yl)amino]-1,3,4-oxadiazol-2-yl}carbonyl)-amino]phenyl}cyclohexyl)acetic acid). Yield: 25.6%. As a reaction SMILES: [C:1]([C:8]1[NH:9]C=CN=1)([C:3]1[NH:4][CH:5]=[CH:6][N:7]=1)=S.NC1N(C)N=CC=1.[NH:20]([C:22](=[O:43])[C:23]([NH:25][C:26]1[CH:31]=[CH:30][C:29]([C@H:32]2[CH2:37][CH2:36][C@H:35]([CH2:38][C:39]([O:41]C)=[O:40])[CH2:34][CH2:33]2)=[CH:28][CH:27]=1)=[O:24])[NH2:21].CCN=C=NCCCN(C)C.[OH-].[Li+].C(O)(=O)CC(CC(O)=O)(C(O)=O)O>CC(N(C)C)=O.C1COCC1.O.CO>[CH3:5][N:4]1[C:3]([NH:7][C:6]2[O:43][C:22]([C:23]([NH:25][C:26]3[CH:31]=[CH:30][C:29]([C@H:32]4[CH2:37][CH2:36][C@H:35]([CH2:38][C:39]([OH:41])=[O:40])[CH2:34][CH2:33]4)=[CH:28][CH:27]=3)=[O:24])=[N:20][N:21]=2)=[CH:1][CH:8]=[N:9]1 |f:4.5|. Procedure: Thiocarbonyl diimidazole (179 mg, 1.00 mmol) was added in one portion to a solution of 5-amino-1-methylpyrazole (98 mg, 1.00 mmol) in DMA (5 mL) and the solution was stirred at room temperature for 6 h. Methyl [trans-4-(4-{[hydrazino(oxo)acetyl]amino}phenyl)-cyclohexyl]acetate (Intermediate 43, 267 mg, 0.80 mmol) was added in one portion and the reaction mixture was stirred at room temperature for 20 h and then heated at 80° C. for 10 minutes in the microwave. The solution was cooled to room tem... Reactants: C1[C@H]([C@@H]2[C@H](O1)[C@H](CO2)O)O (isosorbide), C(CCCCCCC)(=O)O (caprylic acid). Solvent: O (water). Reaction conditions: temperature 180 celsius. Yields the product CCCCCCCC(=O)O[C@@H]1CO[C@H]2[C@@H]1OC[C@@H]2OC(=O)CCCCCCC (Isosorbide Dicaprylate). As a reaction SMILES: [CH2:1]1[O:5][C@@H:4]2[C@@H:6]([OH:9])[CH2:7][O:8][C@@H:3]2[C@@H:2]1[OH:10].[C:11]([OH:20])(=O)[CH2:12][CH2:13][CH2:14][CH2:15][CH2:16][CH2:17][CH3:18]>O>[CH3:18][CH2:17][CH2:16][CH2:15][CH2:14][CH2:13][CH2:12][C:11]([O:10][C@H:2]1[C@H:3]2[O:8][CH2:7][C@H:6]([O:9][C:11]([CH2:12][CH2:13][CH2:14][CH2:15][CH2:16][CH2:17][CH3:18])=[O:20])[C@H:4]2[O:5][CH2:1]1)=[O:20]. Procedure details: In a stirred 1 liter apparatus under a stream of nitrogen, 219.0 g (1.5 mol) of isosorbide and 461.4 g (3.2 mol) of caprylic acid are heated with stirring and under a stream of nitrogen to 180° C. The reaction mixture was heated at 180° C. until no more water of reaction distilled off (about 28 h). The temperature was then gradually increased to 210° C. (altogether over about 30 h). The reaction has ended when a residual acid value of <2 mg KOH/g is reached. This gives a clear red-brown solution... The reactants are CCOCC, CC(C)n1c(CO)c(-c2ccc(F)cc2)c2ccccc2c1=O, BrP(Br)Br. Yields the product CC(C)n1c(CBr)c(-c2ccc(F)cc2)c2ccccc2c1=O. Reaction SMILES: [CH3:28][CH2:29][O:30][CH2:31][CH3:32].[F:1][c:2]1[cH:3][cH:4][c:5](-[c:8]2[c:9]([CH2:22][OH:23])[n:10]([CH:19]([CH3:20])[CH3:21])[c:11](=[O:18])[c:12]3[cH:13][cH:14][cH:15][cH:16][c:17]23)[cH:6][cH:7]1.[P:24]([Br:25])([Br:26])[Br:27]>>[F:1][c:2]1[cH:3][cH:4][c:5](-[c:8]2[c:9]([CH2:22][Br:25])[n:10]([CH:19]([CH3:20])[CH3:21])[c:11](=[O:18])[c:12]3[cH:13][cH:14][cH:15][cH:16][c:17]23)[cH:6][cH:7]1. Reactants: FC1=C(C=CC=C1)C(C)=O (1-(2-Fluorophenyl)ethanone), CC(C)(C)[S@@](=O)N ((R)-2-methylpropane-2-sulfinamide), Ti(OEt)4. Run in O1CCCC1 (Tetrahydrofuran). Product: FC1=C(C=CC=C1)C(C)=N[S@](=O)C(C)(C)C ((R)—N-(1-(2-fluorophenyl)ethylidene)-2-methylpropane-2-sulfinamide). Isolated yield 78.3%. RXN SMILES: [F:1][C:2]1[CH:7]=[CH:6][CH:5]=[CH:4][C:3]=1[C:8](=O)[CH3:9].[CH3:11][C:12]([S@:15]([NH2:17])=[O:16])([CH3:14])[CH3:13]>O1CCCC1>[F:1][C:2]1[CH:7]=[CH:6][CH:5]=[CH:4][C:3]=1[C:8](=[N:17][S@@:15]([C:12]([CH3:14])([CH3:13])[CH3:11])=[O:16])[CH3:9]. Procedure details: 1-(2-Fluorophenyl)ethanone (15 g, 109 mmol) and (R)-2-methylpropane-2-sulfinamide (15.79 g, 130 mmol) were placed in a round bottom flask fitted with a reflux condenser. Tetrahydrofuran (90 ml) (dried over 4 Å MS) was added followed by Ti(OEt)4 (49.5 g, 217 mmol) and the resulting yellow solution was stirred at gentle reflux overnight. The reaction was allowed to cool to room temperature and concentrated under reduced pressure. The residue was dissolved in ethyl acetate (200 mL) and brine (100 m... Product: O=C(c1ccccc1)c1ccc2nc(CS(=O)c3ccccn3)[nH]c2c1. RXN SMILES: [C:12]([c:13]1[cH:14][cH:15][cH:16][cH:17][cH:18]1)(=[O:19])[c:20]1[cH:21][c:22]2[c:23]([n:24][c:25]([CH2:27][S:28][c:29]3[n:30][cH:31][cH:32][cH:33][cH:34]3)[nH:26]2)[cH:35][cH:36]1.[Cl:1][c:2]1[cH:3][c:4]([C:9](=[O:6])[O:10][OH:11])[cH:5][cH:7][cH:8]1.[Cl:43][CH2:44][Cl:45].[Na+:37].[Na+:38].[O-:39][C:40](=[O:41])[O-:42]>>[O:6]=[S:28]([CH2:27][c:25]1[n:24][c:23]2[c:22]([cH:21][c:20]([C:12]([c:13]3[cH:14][cH:15][cH:16][cH:17][cH:18]3)=[O:19])[cH:36][cH:35]2)[nH:26]1)[c:29]1[n:30][cH:31][cH:32][cH:33][cH:34]1. Starting materials: O=C(c1ccccc1)c1ccc2nc(CSc3ccccn3)[nH]c2c1, O=C(OO)c1cccc(Cl)c1, ClCCl, [Na+], [Na+], O=C([O-])[O-]. The reactants are C=CCCCCCCCC (1-Decene), CCCCCC (hexane), C1(=CC=CC=C1)C (toluene). Procedure details: 1-Decene (5.00 mL, 26.4 mmol) and hexane (10 mL) were heated to reflux on a heating block kept at 75° C. Then a toluene (2 mL) solution of Neolyst M2 (0.0836 g, 0.0880 mmol) was added. Gas evolution was observed. After 18 hours the mixture was cooled to ambient temperature, and pentane (18 mL) was added. The mixture was passed through a plug of neutral alumina. The volatiles were then removed under reduced pressure to afford a colorless oil of 9-octadecene. Yield: 3.12 g. Proton NMR data shows g... As a reaction SMILES: [CH2:1]=[CH:2][CH2:3][CH2:4][CH2:5][CH2:6][CH2:7][CH2:8][CH2:9][CH3:10].[CH3:11][CH2:12][CH2:13][CH2:14][CH2:15][CH3:16].[C:17]1(C)C=CC=C[CH:18]=1>CC1C=C(C)C(N2C(=[Ru](Cl)(Cl)=C3C4C(=CC=CC=4)C(C4C=CC=CC=4)=C3)N(C3C(C)=CC(C)=CC=3C)CC2)=C(C)C=1.C1CCC(P(C2CCCCC2)C2CCCCC2)CC1.CCCCC>[CH3:1][CH2:2][CH2:3][CH2:4][CH2:5][CH2:6][CH2:7][CH2:8][CH:9]=[CH:10][CH2:11][CH2:12][CH2:13][CH2:14][CH2:15][CH2:16][CH2:17][CH3:18] |f:3.4|. The product is CCCCCCCCC=CCCCCCCCC (9-octadecene). The solvent is CCCCC (pentane). The reagents and catalysts are CC1=CC(=C(C(=C1)C)N2CCN(C2=[Ru](=C3C=C(C4=CC=CC=C43)C5=CC=CC=C5)(Cl)Cl)C6=C(C=C(C=C6C)C)C)C.C1CCC(CC1)P(C2CCCCC2)C3CCCCC3 (Neolyst M2). The reactants are CCOC(=O)CCCN1CCc2ccc(S(=O)(=O)Nc3cccc(Cl)c3)cc2C1, CCO, [Na+], [OH-]. Yields the product O=C(O)CCCN1CCc2ccc(S(=O)(=O)Nc3cccc(Cl)c3)cc2C1. As a reaction SMILES: [CH2:1]([CH3:2])[O:3][C:4]([CH2:5][CH2:6][CH2:7][N:8]1[CH2:9][c:10]2[cH:11][c:12]([S:18]([NH:19][c:20]3[cH:21][c:22]([Cl:26])[cH:23][cH:24][cH:25]3)(=[O:27])=[O:28])[cH:13][cH:14][c:15]2[CH2:16][CH2:17]1)=[O:29].[CH3:32][CH2:33][OH:34].[Na+:31].[OH-:30]>>[O:3]=[C:4]([CH2:5][CH2:6][CH2:7][N:8]1[CH2:9][c:10]2[cH:11][c:12]([S:18]([NH:19][c:20]3[cH:21][c:22]([Cl:26])[cH:23][cH:24][cH:25]3)(=[O:27])=[O:28])[cH:13][cH:14][c:15]2[CH2:16][CH2:17]1)[OH:29]. Starting materials: C(C)(C)(C)C1=CC(=C(C=C1)C=1N([C@@H]([C@@H](N1)C1=CC=C(C=C1)Cl)C1=CC=C(C=C1)Cl)C(=O)Cl)OCC ((4S,5R)-2-(4-tert-butyl-2-ethoxy-phenyl)-4,5-bis-(4-chloro-phenyl)-4,5-dihydro-imidazole-1-carbonyl chloride), COCC(=O)N1CCNCC1 (2-methoxy-1-piperazin-1-yl-ethanone). The product is C(C)(C)(C)C1=CC(=C(C=C1)C=1N([C@@H]([C@@H](N1)C1=CC=C(C=C1)Cl)C1=CC=C(C=C1)Cl)C(=O)N1CCN(CC1)C(COC)=O)OCC (1-{4-[(4S,5R)-2-(4-tert-Butyl-2-ethoxy-phenyl)-4,5-bis-(4-chloro-phenyl)-4,5-dihydro-imidazole-1-carbonyl]-piperazin-1-yl}-2-methoxy-ethanone). RXN SMILES: [C:1]([C:5]1[CH:10]=[CH:9][C:8]([C:11]2[N:12]([C:30](Cl)=[O:31])[C@H:13]([C:23]3[CH:28]=[CH:27][C:26]([Cl:29])=[CH:25][CH:24]=3)[C@H:14]([C:16]3[CH:21]=[CH:20][C:19]([Cl:22])=[CH:18][CH:17]=3)[N:15]=2)=[C:7]([O:33][CH2:34][CH3:35])[CH:6]=1)([CH3:4])([CH3:3])[CH3:2].[CH3:36][O:37][CH2:38][C:39]([N:41]1[CH2:46][CH2:45][NH:44][CH2:43][CH2:42]1)=[O:40]>>[C:1]([C:5]1[CH:10]=[CH:9][C:8]([C:11]2[N:12]([C:30]([N:44]3[CH2:43][CH2:42][N:41]([C:39](=[O:40])[CH2:38][O:37][CH3:36])[CH2:46][CH2:45]3)=[O:31])[C@H:13]([C:23]3[CH:24]=[CH:25][C:26]([Cl:29])=[CH:27][CH:28]=3)[C@H:14]([C:16]3[CH:21]=[CH:20][C:19]([Cl:22])=[CH:18][CH:17]=3)[N:15]=2)=[C:7]([O:33][CH2:34][CH3:35])[CH:6]=1)([CH3:2])([CH3:4])[CH3:3]. Procedure: 1-{4-[(4S,5R)-2-(4-tert-Butyl-2-ethoxy-phenyl)-4,5-bis-(4-chloro-phenyl)-4,5-dihydro-imidazole-1-carbonyl]-piperazin-1-yl}-2-methoxy-ethanone was prepared from (4S,5R)-2-(4-tert-butyl-2-ethoxy-phenyl)-4,5-bis-(4-chloro-phenyl)-4,5-dihydro-imidazole-1-carbonyl chloride (example 11) and 2-methoxy-1-piperazin-1-yl-ethanone in an analogous manner as described in example 25. LR-MS: 651.4 [(M+H)] Starting materials: Fc1cc(Br)ccc1OC(F)(F)F, COC(=O)c1cncc(B2OC(C)(C)C(C)(C)O2)c1. Product: COC(=O)c1cncc(-c2ccc(OC(F)(F)F)c(F)c2)c1. RXN SMILES: [Br:1][c:2]1[cH:3][c:4]([F:13])[c:5]([O:8][C:9]([F:10])([F:11])[F:12])[cH:6][cH:7]1.[CH3:14][C:15]1([CH3:16])[C:17]([CH3:18])([CH3:19])[O:20][B:21]([c:22]2[cH:23][n:24][cH:25][c:26]([C:27](=[O:28])[O:29][CH3:30])[cH:31]2)[O:32]1>>[c:2]1(-[c:22]2[cH:23][n:24][cH:25][c:26]([C:27](=[O:28])[O:29][CH3:30])[cH:31]2)[cH:3][c:4]([F:13])[c:5]([O:8][C:9]([F:10])([F:11])[F:12])[cH:6][cH:7]1.